This data is from the Open Reaction Database (ORD), a public repository of structured organic reaction records. The task is: describe an organic reaction: reactants, conditions, products, and yield Starting materials: ClCC(C#N)(CCOC1OCCCC1)C1=NC=CC=C1 (2-chloromethyl-2-(pyridin-2-yl)-4-(tetrahydropyran-2-yloxy)butyronitrile), [N-]=[N+]=[N-].[Na+] (sodium azide). The solvent is O (water), dimethylformamide(DMF). Conditions: temperature 140 celsius, time 18 hour. Yields the product N(=[N+]=[N-])CC(C#N)(CCOC1OCCCC1)C1=NC=CC=C1 (2-azidomethyl-2-(pyridin-2-yl)-4-(tetrahydropyran-2-yloxy)butyronitrile). Yield: 75.7%. Reaction SMILES: Cl[CH2:2][C:3]([C:15]1[CH:20]=[CH:19][CH:18]=[CH:17][N:16]=1)([CH2:6][CH2:7][O:8][CH:9]1[CH2:14][CH2:13][CH2:12][CH2:11][O:10]1)[C:4]#[N:5].[N-:21]=[N+:22]=[N-:23].[Na+]>O>[N:21]([CH2:2][C:3]([C:15]1[CH:20]=[CH:19][CH:18]=[CH:17][N:16]=1)([CH2:6][CH2:7][O:8][CH:9]1[CH2:14][CH2:13][CH2:12][CH2:11][O:10]1)[C:4]#[N:5])=[N+:22]=[N-:23] |f:1.2|. Reported procedure: To a solution of 8.01 g of the compound obtained in Step 2 in 200 ml of dimethylformamide(DMF) was added 8.84 g of sodium azide. The resulting mixture was stirred for 18 hours at 140° C. After the reaction was completed, water was added, and the reaction mixture was extracted with ethyl acetate. The organic phase was dried over anhydrous magnesium sulfate and concentrated under reduced pressure, and the residue thus obtained was purified by a silica gel column chromatography using a mixture of e... Reactants: C[Si](C)(C)[N-][Si](C)(C)C.[Na+] (Sodium bis(trimethylsilyl)amide), FC(C1=CC=CC(=N1)S(=O)(=O)C(C)C1CCN(CC1)C(=O)OC(C)(C)C)(F)F (tert-butyl 4-(1-{[6-(trifluoromethyl)pyridin-2-yl]sulfonyl}ethyl)piperidine-1-carboxylate), CI (MeI). Solvent: O1CCCC1 (tetrahydrofuran). Reaction conditions: temperature -78 celsius, time 10 minute. Product: CC(C)(S(=O)(=O)C1=NC(=CC=C1)C(F)(F)F)C1CCN(CC1)C(=O)OC(C)(C)C (tert-butyl 4-(1-methyl-1-{[6-(trifluoromethyl)pyridin-2-yl]sulfonyl}ethyl)piperidine-1-carboxylate). Yield: 99.8%. Reaction SMILES: [F:1][C:2]([F:28])([F:27])[C:3]1[N:8]=[C:7]([S:9]([CH:12]([CH:14]2[CH2:19][CH2:18][N:17]([C:20]([O:22][C:23]([CH3:26])([CH3:25])[CH3:24])=[O:21])[CH2:16][CH2:15]2)[CH3:13])(=[O:11])=[O:10])[CH:6]=[CH:5][CH:4]=1.[CH3:29][Si]([N-][Si](C)(C)C)(C)C.[Na+].CI>O1CCCC1>[CH3:13][C:12]([CH:14]1[CH2:15][CH2:16][N:17]([C:20]([O:22][C:23]([CH3:24])([CH3:26])[CH3:25])=[O:21])[CH2:18][CH2:19]1)([S:9]([C:7]1[CH:6]=[CH:5][CH:4]=[C:3]([C:2]([F:1])([F:27])[F:28])[N:8]=1)(=[O:10])=[O:11])[CH3:29] |f:1.2|. Procedure details: To a 50 ml round bottom flask was added tert-butyl 4-(1-{[6-(trifluoromethyl)pyridin-2-yl]sulfonyl}ethyl)piperidine-1-carboxylate (0.78 g, 1.85 mmol) and tetrahydrofuran (10 ml). The resulting solution was cooled with dry ice acetone bath. Sodium bis(trimethylsilyl)amide (NaHMDS) tetrahydrofuran solution (1M, 2.58 ml, 2.58 mmol) was added via a syringe. The resulting reaction solution was stirred at −78° C. for 10 minutes. MeI (0.173 ml, 2.77 mmol) was added. The reaction mixture was allowed to ...